The task is: describe an organic reaction: reactants, conditions, products, and yield. This data is from the Open Reaction Database (ORD), a public repository of structured organic reaction records. Reactants: N1(CCCC1)CC(=O)OCC (ethyl 2-(pyrrolidin-1-yl)acetate). Solvent: Cl (HCl). Product: N1(CCCC1)CC(=O)O (2-(Pyrrolidin-1-yl)acetic acid). The yield is 91.0%. RXN SMILES: [N:1]1([CH2:6][C:7]([O:9]CC)=[O:8])[CH2:5][CH2:4][CH2:3][CH2:2]1>Cl>[N:1]1([CH2:6][C:7]([OH:9])=[O:8])[CH2:5][CH2:4][CH2:3][CH2:2]1. Reported procedure: The solution of ethyl 2-(pyrrolidin-1-yl)acetate (2 g, 12.7 mmol, 1.0 eq) in 8 N HCl was stirred at 95° C. for 16 h. The mixture was concentrated and quenched and extracted as in Intermediate Example 15(b). The solvent was distilled off to afford the product in 91% yield (1.5 g). LC-MS (ESI): Calculated mass: 129.1; Observed mass 130.1 [M+H+] (rt: 0.26 min). Starting materials: BrC1=CC=CC=2N1N=C(C2)CC (7-bromo-2-ethylpyrazolo[1,5-a]pyridine), ClC1=C(C=CC(=C1)Cl)OB(O)O (2,4-dichlorophenylboric acid), complex, C([O-])([O-])=O.[Na+].[Na+] (sodium carbonate), O (Water). The reagents and catalysts are C=1C=CC(=CC1)[P](C=2C=CC=CC2)(C=3C=CC=CC3)[Pd]([P](C=4C=CC=CC4)(C=5C=CC=CC5)C=6C=CC=CC6)([P](C=7C=CC=CC7)(C=8C=CC=CC8)C=9C=CC=CC9)[P](C=1C=CC=CC1)(C=1C=CC=CC1)C=1C=CC=CC1 (tetrakis(triphenylphosphine)palladium). Run in C(C)O (ethanol), C1(=CC=CC=C1)C (toluene), C(C)(=O)OCC (ethyl acetate). Conditions: temperature 80 celsius, time 3 hour. Product: ClC1=C(C=CC(=C1)Cl)C1=CC=CC=2N1N=C(C2)CC (7-(2,4-Dichlorophenyl)-2-ethylpyrazolo[1,5-a]pyridine). The yield is 97.9%. As a reaction SMILES: Br[C:2]1[N:7]2[N:8]=[C:9]([CH2:11][CH3:12])[CH:10]=[C:6]2[CH:5]=[CH:4][CH:3]=1.[Cl:13][C:14]1[CH:19]=[C:18]([Cl:20])[CH:17]=[CH:16][C:15]=1OB(O)O.C(=O)([O-])[O-].[Na+].[Na+].O>C(O)C.C1(C)C=CC=CC=1.C1C=CC([P]([Pd]([P](C2C=CC=CC=2)(C2C=CC=CC=2)C2C=CC=CC=2)([P](C2C=CC=CC=2)(C2C=CC=CC=2)C2C=CC=CC=2)[P](C2C=CC=CC=2)(C2C=CC=CC=2)C2C=CC=CC=2)(C2C=CC=CC=2)C2C=CC=CC=2)=CC=1.C(OCC)(=O)C>[Cl:13][C:14]1[CH:19]=[C:18]([Cl:20])[CH:17]=[CH:16][C:15]=1[C:2]1[N:7]2[N:8]=[C:9]([CH2:11][CH3:12])[CH:10]=[C:6]2[CH:5]=[CH:4][CH:3]=1 |f:2.3.4,^1:45,47,66,85|. Procedure: After dissolving 7-bromo-2-ethylpyrazolo[1,5-a]pyridine (300 mg) in ethanol (2 mL) and toluene (4 mL), 2,4-dichlorophenylboric acid (508 mg), tetrakis(triphenylphosphine)palladium (0) complex (154 mg) and 2 M aqueous sodium carbonate (1.33 mL) were added and the mixture was heated and stirred at 80° C. for 3 hours under a nitrogen stream. Water was added to the reaction mixture, extraction was performed with ethyl acetate and the organic layer was washed with brine. After drying over anhydrous m... Reactants: COC(=O)C(C(=O)OC)C1CCC(=O)C1CC(OC)OC, CN1CCCC1=O, O. Product: COC(=O)CC1CCC(=O)C1CC(OC)OC. As a reaction SMILES: [CH3:1][O:2][CH:3]([CH2:4][CH:5]1[CH:6]([CH:11]([C:12](=[O:13])[O:14][CH3:15])[C:16]([O:17][CH3:18])=[O:19])[CH2:7][CH2:8][C:9]1=[O:10])[O:20][CH3:21].[CH3:22][N:23]1[CH2:24][CH2:25][CH2:26][C:27]1=[O:28].[OH2:29]>>[CH3:1][O:2][CH:3]([CH2:4][CH:5]1[CH:6]([CH2:11][C:12](=[O:13])[O:14][CH3:15])[CH2:7][CH2:8][C:9]1=[O:10])[O:20][CH3:21]. Starting materials: COC(C=1CC(C(=O)OC)(C=CC1)OC)=O (3-methoxyisophthalic acid dimethyl ester), CO (methanol), [H-].C(C(C)C)[Al+]CC(C)C (diisobutylaluminum hydride), solution. Solvent: C1(=CC=CC=C1)C (toluene), CCCCCC (n-hexane). Reaction conditions: time 3 hour. Product: COC(C=1CC(C=O)(C=CC1)OC)=O (3-methoxyisophthalaldehydic acid methyl ester). As a reaction SMILES: [CH3:1][O:2][C:3](=[O:16])[C:4]1[CH2:5][C:6]([O:14][CH3:15])([CH:11]=[CH:12][CH:13]=1)[C:7](OC)=[O:8].[H-].C([Al+]CC(C)C)C(C)C.CO>C1(C)C=CC=CC=1.CCCCCC>[CH3:1][O:2][C:3](=[O:16])[C:4]1[CH2:5][C:6]([O:14][CH3:15])([CH:11]=[CH:12][CH:13]=1)[CH:7]=[O:8] |f:1.2|. Procedure details: To a -78° to -100° solution of 1.0 mol of 3-methoxyisophthalic acid dimethyl ester in 1-10 l of toluene is slowly added 1.0 mol of diisobutylaluminum hydride as a 1 M solution in n-hexane. The reaction is stirred for 3 hours after the addition and then quenched by the addition of 10 mol of anhydrous methanol. The reaction is allowed to warm to room temperature and stirred until a filterable precipitate forms. The reaction is filtered and the filtrate evaporated to a residue. The residue is purif... Starting materials: C(C)(C)(C)C=1C=C2C=NN(C(C2=C(C1)F)=O)C=1C(=C(C=CC1)N1C=C(C2=CC=CC=C12)C#N)C=O (1-(3-(6-tert-butyl-8-fluoro-1-oxophthalazin-2(1H)-yl)-2-formylphenyl)-1H-indole-3 carbonitrile), O.C(C)O (H2O ethanol). The reagents and catalysts are hydrido(dimethylphosphinousacid-kp)[hydrogen bis-(dimethylphosphinito-kp)]platinum(II). The solvent is O.O1CCCC1 (water tetrahydrofuran). Product: C(C)(C)(C)C=1C=C2C=NN(C(C2=C(C1)F)=O)C=1C(=C(C=CC1)N1C=C(C2=CC=CC=C12)C(=O)N)C=O (1-(3-(6-tert-butyl-8-fluoro-1-oxophthalazin-2(1H)-yl)-2-formylphenyl)-1H-indole-3-carboxamide). RXN SMILES: [C:1]([C:5]1[CH:6]=[C:7]2[C:12](=[C:13]([F:15])[CH:14]=1)[C:11](=[O:16])[N:10]([C:17]1[C:18]([CH:34]=[O:35])=[C:19]([N:23]3[C:31]4[C:26](=[CH:27][CH:28]=[CH:29][CH:30]=4)[C:25]([C:32]#[N:33])=[CH:24]3)[CH:20]=[CH:21][CH:22]=1)[N:9]=[CH:8]2)([CH3:4])([CH3:3])[CH3:2].O.C([OH:39])C>O.O1CCCC1>[C:1]([C:5]1[CH:6]=[C:7]2[C:12](=[C:13]([F:15])[CH:14]=1)[C:11](=[O:16])[N:10]([C:17]1[C:18]([CH:34]=[O:35])=[C:19]([N:23]3[C:31]4[C:26](=[CH:27][CH:28]=[CH:29][CH:30]=4)[C:25]([C:32]([NH2:33])=[O:39])=[CH:24]3)[CH:20]=[CH:21][CH:22]=1)[N:9]=[CH:8]2)([CH3:4])([CH3:2])[CH3:3] |f:1.2,3.4|. Reported procedure: A round bottom flask containing 1-(3-(6-tert-butyl-8-fluoro-1-oxophthalazin-2(1H)-yl)-2-formylphenyl)-1H-indole-3 carbonitrile (12 mg, 0.03 mmol) was taken up in 10% water/tetrahydrofuran (1.5 ml). Next hydrido(dimethylphosphinousacid-kp)[hydrogen bis-(dimethylphosphinito-kp)]platinum(II) catalyst (2 mg, 0.005 mmol) was added and the mixture was heated to reflux (oil bath). After 1 hour the mixture was cooled to ambient and the volatiles stripped (rotary evaporator) to provide a crude product. T... Isolated yield 91.0%. Run at time 45 minute. Starting materials: C(C)N(C1=CC=C(C=C1)Br)CCOCOC (N-ethyl-N-[2-(methoxymethyl)oxyethyl]-4-bromoaniline), O (water), CN(C)C=O (DMF). Yields the product C(C)N(C1=CC=C(C=C1)C=O)CCOCOC (N-ethyl-N-[2-(methoxymethyl)oxyethyl]-4-formylaniline). Run in C1CCOC1 (THF), C(CCC)[Li] (n-butyllithium). Procedure details: 68.0 g (0.23 mol) of N-ethyl-N-[2-(methoxymethyl)oxyethyl]-4-bromoaniline was dissolved in 500 ml of anhydrous THF in an atmosphere of nitrogen, and 280 ml (2.2-fold equivalent weight) of a 1.7M n-butyllithium solution (solvent: n-pentane) was dropwise added thereto at -78° C., followed by stirring for 45 minutes. To the reaction solution obtained, 25 ml of anhydrous DMF was added, and the solution was stirred for 8 hours while allowing the temperature to naturally rise to room temperature. Ther... RXN SMILES: [CH2:1]([N:3]([CH2:11][CH2:12][O:13][CH2:14][O:15][CH3:16])[C:4]1[CH:9]=[CH:8][C:7](Br)=[CH:6][CH:5]=1)[CH3:2].CN([CH:20]=[O:21])C.O>C1COCC1.C([Li])CCC>[CH2:1]([N:3]([CH2:11][CH2:12][O:13][CH2:14][O:15][CH3:16])[C:4]1[CH:9]=[CH:8][C:7]([CH:20]=[O:21])=[CH:6][CH:5]=1)[CH3:2]. Starting materials: [BH4-], Cc1cc(C)n(CC(=O)N2CCN(c3ccccc3[N+](=O)[O-])CC2)n1, CO, [Na+]. Yields the product Cc1cc(C)n(CC(=O)N2CCN(c3ccccc3N)CC2)n1. RXN SMILES: [BH4-:26].[CH3:1][c:2]1[n:3][n:4]([CH2:8][C:9](=[O:10])[N:11]2[CH2:12][CH2:13][N:14]([c:17]3[c:18]([N+:23]([O-:24])=[O:25])[cH:19][cH:20][cH:21][cH:22]3)[CH2:15][CH2:16]2)[c:5]([CH3:7])[cH:6]1.[CH3:28][OH:29].[Na+:27]>>[CH3:1][c:2]1[n:3][n:4]([CH2:8][C:9](=[O:10])[N:11]2[CH2:12][CH2:13][N:14]([c:17]3[c:18]([NH2:23])[cH:19][cH:20][cH:21][cH:22]3)[CH2:15][CH2:16]2)[c:5]([CH3:7])[cH:6]1. Starting materials: O=C([O-])O, CNc1c(Cl)cccc1Cl, CCOC(C)=O, Cc1ccccc1, O=C(Cl)Cl, ClCCl, NN, [Na+]. Product: CN(C(=O)NN)c1c(Cl)cccc1Cl. Reaction SMILES: [C:17](=[O:18])([OH:19])[O-:20].[CH3:1][NH:2][c:3]1[c:4]([Cl:10])[cH:5][cH:6][cH:7][c:8]1[Cl:9].[CH3:22][CH2:23][O:24][C:25](=[O:26])[CH3:27].[CH3:28][c:29]1[cH:30][cH:31][cH:32][cH:33][cH:34]1.[Cl:11][C:12]([Cl:13])=[O:14].[Cl:35][CH2:36][Cl:37].[NH2:15][NH2:16].[Na+:21]>>[CH3:1][N:2]([c:3]1[c:4]([Cl:10])[cH:5][cH:6][cH:7][c:8]1[Cl:9])[C:12](=[O:14])[NH:15][NH2:16]. Reactants: COC=1C=CC2=C(CCC=3C4=CC=C(C=C4C(N(C23)C2=CC=C(C=C2)OCCN2CCCCC2)=O)OC)C1 (2,8-Dimethoxy-5-[4-[2-(1-piperidinyl)ethoxy]phenyl]-11,12-dihydro-6H-benzo[c]phenanthrid-6-one), [H-].[Al+3].[Li+].[H-].[H-].[H-] (lithium aluminum hydride). Solvent: C1CCOC1 (THF). Run at time 2 hour. The product is COC=1C=CC2=C(CCC=3C4=CC=C(C=C4CN(C23)C2=CC=C(C=C2)OCCN2CCCCC2)OC)C1 (2,8-Dimethoxy-5-[4-[2-(1-piperidinyl)ethoxy]phenyl]-11,12-dihydro-6H-benzo[c]phenanthridine). Isolated yield 72.4%. Reaction SMILES: [CH3:1][O:2][C:3]1[CH:4]=[CH:5][C:6]2[C:19]3[N:18]([C:20]4[CH:25]=[CH:24][C:23]([O:26][CH2:27][CH2:28][N:29]5[CH2:34][CH2:33][CH2:32][CH2:31][CH2:30]5)=[CH:22][CH:21]=4)[C:17](=O)[C:16]4[C:11](=[CH:12][CH:13]=[C:14]([O:36][CH3:37])[CH:15]=4)[C:10]=3[CH2:9][CH2:8][C:7]=2[CH:38]=1.[H-].[Al+3].[Li+].[H-].[H-].[H-]>C1COCC1>[CH3:1][O:2][C:3]1[CH:4]=[CH:5][C:6]2[C:19]3[N:18]([C:20]4[CH:25]=[CH:24][C:23]([O:26][CH2:27][CH2:28][N:29]5[CH2:34][CH2:33][CH2:32][CH2:31][CH2:30]5)=[CH:22][CH:21]=4)[CH2:17][C:16]4[C:11](=[CH:12][CH:13]=[C:14]([O:36][CH3:37])[CH:15]=4)[C:10]=3[CH2:9][CH2:8][C:7]=2[CH:38]=1 |f:1.2.3.4.5.6|. Reported procedure: A solution of the product of Example 12 (350 mg, 0.69 mmol) in THF (25 mL) was treated with lithium aluminum hydride (129 mg, 3.4 mmol) inducing a moderate exotherm. The mixture was allowed to return to room temperature and stirred for 2 h, then briefly warmed to reflux, cooled, and quenched with ethyl acetate (50 mL) followed by saturated ammonium chloride (50 mL). The aqueous layer was extracted with ethyl acetate (2×50 mL), and the combined organic layers were dried (sodium sulfate), concentr...